Task: describe an organic reaction: reactants, conditions, products, and yield. Dataset: the Open Reaction Database (ORD), a public repository of structured organic reaction records The reactants are N1(C=NC=C1)C(=O)C1=CC=C(C=C1)C=1OC(=NN1)C=1C(=NOC1C)C1=CC=CC=C1 (imidazol-1-yl-{4-[5-(5-methyl-3-phenyl-isoxazol-4-yl)-[1,3,4]oxadiazol-2-yl]-phenyl}-methanone), NC1CCOCC1 (4-aminotetrahydropyran). Product: CC1=C(C(=NO1)C1=CC=CC=C1)C1=NN=C(O1)C1=CC=C(C(=O)NC2CCOCC2)C=C1 (4-[5-(5-Methyl-3-phenyl-isoxazol-4-yl)-[1,3,4]oxadiazol-2-yl]-N-(tetrahydro-pyran-4-yl)-benzamide). Isolated yield 46.0%. Reaction SMILES: [N:1]1([C:6]([C:8]2[CH:13]=[CH:12][C:11]([C:14]3[O:15][C:16]([C:19]4[C:20]([C:25]5[CH:30]=[CH:29][CH:28]=[CH:27][CH:26]=5)=[N:21][O:22][C:23]=4[CH3:24])=[N:17][N:18]=3)=[CH:10][CH:9]=2)=[O:7])[CH:5]=[CH:4]N=C1.NC1C[CH2:36][O:35][CH2:34][CH2:33]1>>[CH3:24][C:23]1[O:22][N:21]=[C:20]([C:25]2[CH:30]=[CH:29][CH:28]=[CH:27][CH:26]=2)[C:19]=1[C:16]1[O:15][C:14]([C:11]2[CH:10]=[CH:9][C:8]([C:6]([NH:1][CH:5]3[CH2:33][CH2:34][O:35][CH2:36][CH2:4]3)=[O:7])=[CH:13][CH:12]=2)=[N:18][N:17]=1. Procedure: As described for example 78c, imidazol-1-yl-{4-[5-(5-methyl-3-phenyl-isoxazol-4-yl)-[1,3,4]oxadiazol-2-yl]-phenyl}-methanone (200 mg, 0.50 mmol) was converted using 4-aminotetrahydropyran instead of cyclopropylamine to the title compound (SiO2, heptane:ethyl acetate:dichloromethane:methanol=40:40:20:0 to 0:75:20:5, 100 mg, 46%) which was obtained a white solid. MS: m/e=431.3 [M+H]+. Starting materials: NC=1C=CC=C2CN(C(C12)=O)C(CS(=O)(=O)C)C1=CC(=C(C=C1)OC)OCC (7-amino-2-[1-(3-ethoxy-4-methoxyphenyl)-2-methanesulfonyl-ethyl]-2,3-dihydro-isoindol-1-one), C1(CC1)C=O (cyclopropane carboxaldehyde), C(C)(=O)O (acetic acid), C(C)(=O)O[BH-](OC(C)=O)OC(C)=O.[Na+] (sodium triacetoxyborohydride). Solvent: ClCCCl (1,2-dichloroethane). Conditions: time 1.5 hour. The product is C1(CC1)CNC=1C=CC=C2CN(C(C12)=O)[C@H](CS(=O)(=O)C)C1=CC(=C(C=C1)OC)OCC ((1S)-7-(Cyclopropylmethyl-amino)-2-[1-(3-ethoxy-4-methoxyphenyl)-2-methanesulfonyl-ethyl]-2,3-dihydro-isoindol-1-one). The yield is 77.5%. Reaction SMILES: [NH2:1][C:2]1[CH:3]=[CH:4][CH:5]=[C:6]2[C:10]=1[C:9](=[O:11])[N:8]([CH:12]([C:18]1[CH:23]=[CH:22][C:21]([O:24][CH3:25])=[C:20]([O:26][CH2:27][CH3:28])[CH:19]=1)[CH2:13][S:14]([CH3:17])(=[O:16])=[O:15])[CH2:7]2.[CH:29]1([CH:32]=O)[CH2:31][CH2:30]1.C(O)(=O)C.C(O[BH-](OC(=O)C)OC(=O)C)(=O)C.[Na+]>ClCCCl>[CH:29]1([CH2:32][NH:1][C:2]2[CH:3]=[CH:4][CH:5]=[C:6]3[C:10]=2[C:9](=[O:11])[N:8]([C@@H:12]([C:18]2[CH:23]=[CH:22][C:21]([O:24][CH3:25])=[C:20]([O:26][CH2:27][CH3:28])[CH:19]=2)[CH2:13][S:14]([CH3:17])(=[O:15])=[O:16])[CH2:7]3)[CH2:31][CH2:30]1 |f:3.4|. Procedure: To a solution of 7-amino-2-[1-(3-ethoxy-4-methoxyphenyl)-2-methanesulfonyl-ethyl]-2,3-dihydro-isoindol-1-one (1.8 g, 4.5 mmol), cyclopropane carboxaldehyde (0.47 mL, 6.3 mmol), and acetic acid (1.6 mL, 28 mmol) in 1,2-dichloroethane (20 mL), was added sodium triacetoxyborohydride (1.4 g, 6.7 mmol) at room temperature. After 1.5 hours, the mixture was extracted with methylene chloride (50 mL) and water (20 mL). The organic layer was washed with sodium hydrogen carbonate (sat, 25 mL) and brine (25... The reactants are FC=1C=C(C=CC1N1CCN(CC1)C(COC1=CC=C(C=C1)COC1CN2C(OC1)=NC(=C2)[N+](=O)[O-])=O)N2C(O[C@H](C2)CNC(C)=O)=O ((S)—N-{3-[3-Fluoro-4-(4-{2-[4-(2-nitro-6,7-dihydro-5H-imidazo[2,1-b][1,3]oxazin-6-yloxymethyl)-phenoxy]-acetyl}-piperazin-1-yl)-phenyl]-2-oxo-oxazolidin-5-ylmethyl}-acetamide), C=1C=CC2=C(C1)N=NN2O (HOBt), C(C)(C)(C)OC(COC1=CC=C(C=C1)CO[C@H]1CN2C(OC1)=NC(=C2)[N+](=O)[O-])=O ([4-(2-nitro-6,7-dihydro-5H-imidazo[2,1-b][1,3]oxazin-6(S)-yloxylmethyl)-phenoxy]-acetic acid tert-butyl ester), CCN=C=NCCCN(C)C (EDCI), FC=1C=C(C=CC1N1CCNCC1)N1C(OC(C1)CNC(C)=O)=O (N-[3-(3-fluoro-4-piperazin-1-yl-phenyl)-2-oxo-oxazolidin-5-ylmethyl]-acetamide), CCN(C(C)C)C(C)C (DIPEA). The solvent is C(Cl)Cl (DCM), C(=O)(C(F)(F)F)O.C(Cl)Cl (TFA CH2Cl2). Conditions: time 24 hour. Product: FC=1C=C(C=CC1N1CCN(CC1)C(COC1=CC=C(C=C1)CO[C@H]1CN2C(OC1)=NC(=C2)[N+](=O)[O-])=O)N2C(O[C@H](C2)CNC(C)=O)=O ((S,S)—N-{3-[3-Fluoro-4-(4-{2-[4-(2-nitro-6,7-dihydro-5H-imidazo[2,1-b][1,3]oxazin-6-yloxymethyl)-phenoxy]-acetyl}-piperazin-1-yl)-phenyl]-2-oxo-oxazolidin-5-ylmethyl}-acetamide). The yield is 4.0%. RXN SMILES: [F:1][C:2]1[CH:3]=[C:4]([N:38]2[CH2:42][C@H:41]([CH2:43][NH:44][C:45](=[O:47])[CH3:46])[O:40][C:39]2=[O:48])[CH:5]=[CH:6][C:7]=1[N:8]1[CH2:13][CH2:12][N:11]([C:14](=[O:37])[CH2:15][O:16][C:17]2[CH:22]=[CH:21][C:20]([CH2:23][O:24][CH:25]3[CH2:30][O:29][C:28]4=[N:31][C:32]([N+:34]([O-:36])=[O:35])=[CH:33][N:27]4[CH2:26]3)=[CH:19][CH:18]=2)[CH2:10][CH2:9]1.C(OC(=O)COC1C=CC(CO[C@@H]2COC3=NC([N+]([O-])=O)=CN3C2)=CC=1)(C)(C)C.FC1C=C(N2CC(CNC(=O)C)OC2=O)C=CC=1N1CCNCC1.C1C=CC2N(O)N=NC=2C=1.CCN=C=NCCCN(C)C.CCN(C(C)C)C(C)C>C(O)(C(F)(F)F)=O.C(Cl)Cl.C(Cl)Cl>[F:1][C:2]1[CH:3]=[C:4]([N:38]2[CH2:42][C@H:41]([CH2:43][NH:44][C:45](=[O:47])[CH3:46])[O:40][C:39]2=[O:48])[CH:5]=[CH:6][C:7]=1[N:8]1[CH2:9][CH2:10][N:11]([C:14](=[O:37])[CH2:15][O:16][C:17]2[CH:18]=[CH:19][C:20]([CH2:23][O:24][C@@H:25]3[CH2:30][O:29][C:28]4=[N:31][C:32]([N+:34]([O-:36])=[O:35])=[CH:33][N:27]4[CH2:26]3)=[CH:21][CH:22]=2)[CH2:12][CH2:13]1 |f:6.7|. Procedure details: (S)—N-{3-[3-Fluoro-4-(4-{2-[4-(2-nitro-6,7-dihydro-5H-imidazo[2,1-b][1,3]oxazin-6-yloxymethyl)-phenoxy]-acetyl}-piperazin-1-yl)-phenyl]-2-oxo-oxazolidin-5-ylmethyl}-acetamide. A solution of [4-(2-nitro-6,7-dihydro-5H-imidazo[2,1-b][1,3]oxazin-6(S)-yloxylmethyl)-phenoxy]-acetic acid tert-butyl ester (100 mg, 0.25 mmol) in TFA/CH2Cl2 (2 mL) was stirred at room temperature for 2 h. The resultant mixture was concentrated in vacuo, and diluted with DCM, to the solution was added N-[3-(3-fluoro-4-pipe... Starting materials: CN([SiH](C)C)[Si](C)(C)C, CCO, C[Si](C)(C)Cl, NCCCCC(N)C(=O)O, Cc1ccccc1C. Product: NC1CCCCNC1=O. RXN SMILES: [CH3:1][SiH:2]([CH3:3])[N:4]([CH3:5])[Si:6]([CH3:7])([CH3:8])[CH3:9].[CH3:25][CH2:26][OH:27].[Cl:10][Si:11]([CH3:12])([CH3:13])[CH3:14].[NH2:15][CH:16]([CH2:17][CH2:18][CH2:19][CH2:20][NH2:21])[C:22](=[O:23])[OH:24].[c:28]1([CH3:29])[c:30]([CH3:31])[cH:32][cH:33][cH:34][cH:35]1>>[NH2:15][CH:16]1[CH2:17][CH2:18][CH2:19][CH2:20][NH:21][C:22]1=[O:24]. The reactants are CC(=O)C (acetone), Cl.C1=NC=CC2=C(C=CC=C12)NC1CCNCC1 (4-(5-isoquinolyl)aminopiperidine hydrochloride), C([O-])([O-])=O.[K+].[K+] (potassium carbonate), BrCCOC1OCCCC1 (2-(2-bromoethoxy)tetrahydro-2H-pyran). Run in CN(C=O)C (N,N-dimethylformamide). Run at time 48 hour. Yields the product O1C(CCCC1)OCCN1CCC(CC1)NC1=C2C=CN=CC2=CC=C1 (1-[2-(tetrahydro-2H-pyranyloxy)ethyl]-4-(5-isoquinolyl)aminopiperidine). As a reaction SMILES: Cl.[CH:2]1[C:11]2[C:6](=[C:7]([NH:12][CH:13]3[CH2:18][CH2:17][NH:16][CH2:15][CH2:14]3)[CH:8]=[CH:9][CH:10]=2)[CH:5]=[CH:4][N:3]=1.C(=O)([O-])[O-].[K+].[K+].Br[CH2:26][CH2:27][O:28][CH:29]1[CH2:34][CH2:33][CH2:32][CH2:31][O:30]1.CC(C)=O>CN(C)C=O>[O:30]1[CH2:31][CH2:32][CH2:33][CH2:34][CH:29]1[O:28][CH2:27][CH2:26][N:16]1[CH2:17][CH2:18][CH:13]([NH:12][C:7]2[CH:8]=[CH:9][CH:10]=[C:11]3[C:6]=2[CH:5]=[CH:4][N:3]=[CH:2]3)[CH2:14][CH2:15]1 |f:0.1,2.3.4|. Procedure: A suspension of the compound of Example 20 (70 mg) and potassium carbonate (142 mg, Kokusan Chemical) in N,N-dimethylformamide (1.5 ml) was added with 2-(2-bromoethoxy)tetrahydro-2H-pyran (254 μl, Aldrich) and stirred at room temperature for 48 hours. The reaction mixture was added with acetone (10 ml), and insoluble matters were separated by filtration. Then, the solvent was evaporated under reduced pressure. The residue was purified by silica gel column chromatography (chloroform:methanol=6:1)... The reactants are C=CCCCC (1-hexene), ClCCl (dichloromethane), C1(=CC=CC=C1)C (toluene), [Pd(PCy3)2(O2CCH3)(NCCH3)]tetrakis(pentafluorophenyl)borate, FC1=C(C(=C(C(=C1[B-](C1=C(C(=C(C(=C1F)F)F)F)F)(C1=C(C(=C(C(=C1F)F)F)F)F)C1=C(C(=C(C(=C1F)F)F)F)F)F)F)F)F.C[NH+](C1=CC=CC=C1)C (N,N-dimethylanilinium tetrakis(pentafluorophenyl)borate). Run in C1(=CC(=CC(=C1)C)C)C (mesitylene), C1CCOC1 (THF). Reaction conditions: temperature 120 celsius. Product: C(CCCCC)C12C=CC(CC1)C2 (Hexyl Norbornene). Reaction SMILES: [CH2:1]=[CH:2][CH2:3][CH2:4][CH2:5][CH3:6].[C:7]1([CH3:13])[CH:12]=[CH:11]C=[CH:9][CH:8]=1.F[C:15]1C([B-](C2C(F)=C(F)C(F)=C(F)C=2F)(C2C(F)=C(F)C(F)=C(F)C=2F)C2C(F)=C(F)C(F)=C(F)C=2F)=C(F)C(F)=C(F)C=1F.C[NH+](C)C1C=CC=CC=1.ClCCl>C1COCC1.C1(C)C=C(C)C=C(C)C=1>[CH2:2]([C:1]12[CH2:13][CH:7]([CH2:12][CH2:11]1)[CH:8]=[CH:9]2)[CH2:3][CH2:4][CH2:5][CH2:6][CH3:15] |f:2.3|. Procedure: HxNB (8.94 g, 0.05 mol), diPhNB (16.1 g, 0.05 mol), 1-hexene (4.2 g, 0.05 mol) and toluene (142.0 g) were combined in a 250 mL serum bottle and heated to 120° C. in an oil bath to form a solution. To this solution were added [Pd(PCy3)2(O2CCH3)(NCCH3)]tetrakis(pentafluorophenyl)borate (Pd1446) (5.8E-3 g, 4.0E-6 mol) and N,N-dimethylanilinium tetrakis(pentafluorophenyl)borate (DANFABA) (3.2E-3 g, 4.0E-6 mol), each in the form of a concentrated dichloromethane solution. After addition, the resultin... Starting materials: ClC1=NC(=NC(=N1)NC=1NN=C(C1)C1CC1)NC1=CC=C2C(NNC2=C1)=O (6-[4-Chloro-6-(5-cyclopropyl-2H-pyrazol-3-ylamino)-[1,3,5]triazin-2-ylamino]-1,2-dihydro-indazol-3-one), C[O-].[Na+] (sodium methoxide), Cl (hydrogen chloride). Solvent: solution, CO (methanol). Run at time 3 hour. The product is C1(CC1)C=1C=C(NN1)NC1=NC(=NC(=N1)OC)NC1=CC=C2C(NNC2=C1)=O (6-[4-(5-Cyclopropyl-2H-pyrazol-3-ylamino)-6-methoxy-[1,3,5]triazin-2-ylamino]-1,2-dihydro-indazol-3-one). Isolated yield 10.8%. RXN SMILES: Cl[C:2]1[N:7]=[C:6]([NH:8][C:9]2[NH:10][N:11]=[C:12]([CH:14]3[CH2:16][CH2:15]3)[CH:13]=2)[N:5]=[C:4]([NH:17][C:18]2[CH:26]=[C:25]3[C:21]([C:22](=[O:27])[NH:23][NH:24]3)=[CH:20][CH:19]=2)[N:3]=1.Cl.[CH3:29][O-:30].[Na+]>CO>[CH:14]1([C:12]2[CH:13]=[C:9]([NH:8][C:6]3[N:7]=[C:2]([O:30][CH3:29])[N:3]=[C:4]([NH:17][C:18]4[CH:26]=[C:25]5[C:21]([C:22](=[O:27])[NH:23][NH:24]5)=[CH:20][CH:19]=4)[N:5]=3)[NH:10][N:11]=2)[CH2:16][CH2:15]1 |f:2.3|. Reported procedure: (6-[4-Chloro-6-(5-cyclopropyl-2H-pyrazol-3-ylamino)-[1,3,5]triazin-2-ylamino]-1,2-dihydro-indazol-3-one (70 mg, 0.14 mmol) was dissolved in 6 ml of 0.5 M solution of sodium methoxide in methanol and stirred at room temperature for 3 hours. The reaction was neutralized to pH 6–7 with 0.5 N hydrogen chloride. The cloudy solution was concentrated in vacuo. The resulting yellow solid was suspended in water, filtered, then purified by prep HPLC to afford 7.5 mg of the desired product as a white solid... Starting materials: acid chloride, N[C@H]1CC2=C(C=CC=C2CC1)N1CCN(CC1)C ((R)-2-amino-8-(4-methylpiperazin-1-yl)-1,2,3,4-tetrahydronaphthalene), CS(=O)(=O)OC1=C(C(=O)O)C=CC=C1 (2-methanesulfonyloxybenzoic acid), ice. The solvent is C(Cl)Cl (methylene chloride), C(Cl)Cl (methylene chloride), S(=O)(Cl)Cl (thionyl chloride). Reaction conditions: time 15 minute. The product is CN1CCN(CC1)C=1C=CC=C2CC[C@H](CC12)NC(C1=C(C=CC=C1)OS(=O)(=O)C)=O ((R)-N-[8-(4-Methylpiperazin-1-yl)-1,2,3,4-tetrahydro-2-naphthyl]-2-methylsulfonyloxybenzamide). Reaction SMILES: [CH3:1][S:2]([O:5][C:6]1[CH:14]=[CH:13][CH:12]=[CH:11][C:7]=1[C:8]([OH:10])=O)(=[O:4])=[O:3].[NH2:15][C@@H:16]1[CH2:25][CH2:24][C:23]2[C:18](=[C:19]([N:26]3[CH2:31][CH2:30][N:29]([CH3:32])[CH2:28][CH2:27]3)[CH:20]=[CH:21][CH:22]=2)[CH2:17]1>S(Cl)(Cl)=O.C(Cl)Cl>[CH3:32][N:29]1[CH2:30][CH2:31][N:26]([C:19]2[CH:20]=[CH:21][CH:22]=[C:23]3[C:18]=2[CH2:17][C@H:16]([NH:15][C:8](=[O:10])[C:7]2[CH:11]=[CH:12][CH:13]=[CH:14][C:6]=2[O:5][S:2]([CH3:1])(=[O:3])=[O:4])[CH2:25][CH2:24]3)[CH2:27][CH2:28]1. Procedure: A solution of 2-methanesulfonyloxybenzoic acid (0.30 g, 1.4 mmol; described in: Looker, J. H.; Hayes, C. H.; Thatcher, D. N. J. Am. Chem. Soc. 1957, 79, 741-4) in thionyl chloride (10 mL) was heated at 40° C. for 45 min. The excess of thionyl chloride was evaporated in vacuo, the residue was treated with toluene and again the solvent was removed in vacuo. Crude acid chloride (120 mg, 0.49 mmol) was dissolved in methylene chloride (5 mL) and added dropwise to an ice-cooled solution of (R)-2-amino... The reactants are [Br-].C1(=CC=CC=C1)[P+](CC1=C(CCCC1(C)C)C)(C1=CC=CC=C1)C1=CC=CC=C1 (triphenyl((2,6,6-trimethylcyclohex-1-enyl)methyl)phosphonium bromide), C1COCCOCCOCCOCCOCCO1 (18-crown-6), CC(C)([O-])C.[K+] (potassium tert-butoxide), [PH4+] (phosphonium), [Br-].C1(=CC=CC=C1)[P+](CC1=C(CCCC1(C)C)C)(C1=CC=CC=C1)C1=CC=CC=C1 (triphenyl((2,6,6-trimethylcyclohex-1-enyl)methyl)phosphonium bromide), IC=1C=C(C=O)C=CC1C (3-iodo-4-methylbenzaldehyde), CC(C)([O-])C.[K+] (potassium tert-butoxide), IC=1C=C(C=O)C=CC1C (3-iodo-4-methylbenzaldehyde). Run in C(Cl)Cl (CH2Cl2), C(Cl)Cl (CH2Cl2). Reaction conditions: temperature -78 celsius, time 5 minute. Yields the product IC1=C(C=CC(=C1)\C=C\C1=C(CCCC1(C)C)C)C ((E)-2-iodo-1-methyl-4-(2-(2,6,6-trimethylcyclohex-1-enyl)vinyl)benzene). RXN SMILES: [Br-].C1([P+](C2C=CC=CC=2)(C2C=CC=CC=2)[CH2:9][C:10]2[C:15]([CH3:17])([CH3:16])[CH2:14][CH2:13][CH2:12][C:11]=2[CH3:18])C=CC=CC=1.C1OCCOCCOCCOCCOCCOC1.CC(C)([O-])C.[K+].[I:55][C:56]1[CH:57]=[C:58]([CH:61]=[CH:62][C:63]=1[CH3:64])[CH:59]=O.[PH4+]>C(Cl)Cl>[I:55][C:56]1[CH:57]=[C:58](/[CH:59]=[CH:9]/[C:10]2[C:15]([CH3:16])([CH3:17])[CH2:14][CH2:13][CH2:12][C:11]=2[CH3:18])[CH:61]=[CH:62][C:63]=1[CH3:64] |f:0.1,3.4|. Procedure details: To a −78° C. solution of triphenyl((2,6,6-trimethylcyclohex-1-enyl)methyl)phosphonium bromide (24) (0.3787 g, 0.79 mmol) and 18-crown-6 (0.0246 g, 0.093 mmol) in CH2Cl2 (7 mL) was added potassium tert-butoxide (0.0991 g, 0.88 mmol). The mixture was sonicated at room temperature under argon for 2 min, resulting in a deep red solution. The mixture was cooled to −78° C. then a solution of 3-iodo-4-methylbenzaldehyde (0.1742 g, 0.71 mmol) in CH2Cl2 (3 mL+2 mL) was added and stirred for 5 min. The re...